From a dataset of the Open Reaction Database (ORD), a public repository of structured organic reaction records. describe an organic reaction: reactants, conditions, products, and yield Yields the product BrC1=CC(=C(OC(C(=O)O)C)C=C1)C(=O)C=1C=NN(C1)C1=CC=CC=C1 (2-[4-Bromo-2-(1-phenyl-1H-pyrazole-4-carbonyl)phenoxy]propionic acid). Reactants: BrC=1C=CC(=C(C1)C(=O)C=1C=NN(C1)C1=CC=CC=C1)O ((5-bromo-2-hydroxyphenyl)-(1-phenyl-1H-pyrazol-4-yl)ketone), BrC(C(=O)OCC)C (ethyl 2-bromopropionate). As a reaction SMILES: [Br:1][C:2]1[CH:3]=[CH:4][C:5]([OH:21])=[C:6]([C:8]([C:10]2[CH:11]=[N:12][N:13]([C:15]3[CH:20]=[CH:19][CH:18]=[CH:17][CH:16]=3)[CH:14]=2)=[O:9])[CH:7]=1.Br[CH:23]([CH3:29])[C:24]([O:26]CC)=[O:25]>>[Br:1][C:2]1[CH:3]=[CH:4][C:5]([O:21][CH:23]([CH3:29])[C:24]([OH:26])=[O:25])=[C:6]([C:8]([C:10]2[CH:11]=[N:12][N:13]([C:15]3[CH:20]=[CH:19][CH:18]=[CH:17][CH:16]=3)[CH:14]=2)=[O:9])[CH:7]=1. Procedure: Prepared from (5-bromo-2-hydroxyphenyl)-(1-phenyl-1H-pyrazol-4-yl)ketone and ethyl 2-bromopropionate according to GP2 and GP3: LC/MS (an 10p8) Rt 2.51 min, m/z 415 [M+H]+; 1H NMR (CDCl3): δ 1.65 (d, J=6.8 Hz, 3H), 4.93 (q, J=6.8 Hz, 1H), 6.96 (d, J=8.9 Hz, 1H), 7.35-7.43 (m, 1H), 7.46-7.53 (m, 2H), 7.62 (dd, J=8.9, 2.5 Hz, 1H), 7.70-7.76 (m, 3H), 8.17 (s, 1H), 8.52 (s, 1H); 13C NMR (CDCl3): δ18.8, 75.2, 114.8, 116.7, 120.1, 124.4, 128.3, 130.0, 133.3, 136.2, 139.2, 143.3, 155.0, 173.1, 187.8. The reactants are CO (methanol), C1(=CC=CC=C1)O (phenol), C1(=CC=CC=C1O)C (o-cresol). The reagents and catalysts are catalyst. The solvent is N#N (N2). Yields the product CC1=C(C(=CC=C1)C)O (2,6-dimethylphenol). Yield: 34.0%. RXN SMILES: CO.[C:3]1(O)C=CC=CC=1.[C:10]1([CH3:17])[C:15]([OH:16])=[CH:14][CH:13]=[CH:12][CH:11]=1>N#N>[CH3:17][C:10]1[CH:11]=[CH:12][CH:13]=[C:14]([CH3:3])[C:15]=1[OH:16]. Reported procedure: 29.5 g of the catalyst is charged with a 5/1 moles methanol/mole phenol mixture with LHSV of 0.68 h-1. The gaseous mixture, diluted with N2 as the carrier gas after its vaporization at 140° C., is converted to an extent of 83% at 372° C. The yield is 34% of 2,6-dimethylphenol and 47% of o-cresol. After an operating period of 40 hours, the catalyst activity and selectivity decrease sharply. The reactants are O (water), [Si](C)(C)(C(C)(C)C)Cl (TBDMS Chloride), COC1=C(C=CC2=C1C(N1[C@H](C(N2)=O)C[C@H](C1)O)=O)OC ((11aS)-6,7-dimethoxy-2(R)-hydroxy-2,3,5,10,11,11a-hexahydro-5,11-dioxo-1H-pyrrolo[2,1-c][1,4-]benzodiazepine), N1C=NC=C1 (imidazole). Run in CN(C)C=O (DMF). Run at time 16 hour. Yields the product COC1=C(C=CC2=C1C(N1[C@H](C(N2)=O)C[C@H](C1)O[Si](C)(C)C(C)(C)C)=O)OC ((11aS)-6,7-dimethoxy-2(R)-[(tert-butyldimethylsilyl)oxy]-2,3,5,10,11,11a-hexahydro-5,11-dioxo-1H-pyrrolo [2,1-c][1,4-]benzodiazepine). RXN SMILES: [Si:1](Cl)([C:4]([CH3:7])([CH3:6])[CH3:5])([CH3:3])[CH3:2].[CH3:9][O:10][C:11]1[C:16]2[C:17](=[O:27])[N:18]3[CH2:25][C@H:24]([OH:26])[CH2:23][C@H:19]3[C:20](=[O:22])[NH:21][C:15]=2[CH:14]=[CH:13][C:12]=1[O:28][CH3:29].N1C=CN=C1.O>CN(C=O)C>[CH3:9][O:10][C:11]1[C:16]2[C:17](=[O:27])[N:18]3[CH2:25][C@H:24]([O:26][Si:1]([C:4]([CH3:7])([CH3:6])[CH3:5])([CH3:3])[CH3:2])[CH2:23][C@H:19]3[C:20](=[O:22])[NH:21][C:15]=2[CH:14]=[CH:13][C:12]=1[O:28][CH3:29]. Reported procedure: Solid TBDMS Chloride (8.22 g, 54.44 mmol) was added in one portion to a solution of 170 (7.23 g, 24.74 mmol) and imidazole (8.42 g, 123.72 mmol) in anhydrous DMF (75 mL) and allowed to stir at room temperature for 16 h. The reaction mixture was poured into water (500 mL) and filtered to afford the crude product (171), which was purified by recrystallisation from EtOH (800 mL) as fine white needles (6.995 g, 17.21 mmol, 70%). 1HNMR (270 MHz, CDCl3) δ 10.06 (s, 1H, NH), 7.37 (S, 1H, ArH), 6.68 (s,... Starting materials: CC(C)(C)OC(=O)N1CCNCC1, CC(C)(C)OC(=O)N1CCN(C(=O)CCO)CC1, CCN=C=NCCCN(C)C, CO, Cl, CN(C)C=O, O=C(O)CCO, On1nnc2ccccc21. Yields the product Cl, O=C(CCO)N1CCNCC1. RXN SMILES: [C:1]([O:2][C:3]([N:4]1[CH2:5][CH2:6][NH:7][CH2:8][CH2:9]1)=[O:10])([CH3:11])([CH3:12])[CH3:13].[C:42]([O:43][C:44](=[O:45])[N:49]1[CH2:50][CH2:51][N:52]([C:55]([CH2:56][CH2:57][OH:58])=[O:59])[CH2:53][CH2:54]1)([CH3:46])([CH3:47])[CH3:48].[CH2:31]([N:32]=[C:33]=[N:34][CH2:35][CH2:36][CH2:37][N:38]([CH3:39])[CH3:40])[CH3:41].[CH3:60][OH:61].[ClH:30].[O:62]=[CH:63][N:64]([CH3:65])[CH3:66].[OH:14][CH2:15][CH2:16][C:17](=[O:18])[OH:19].[OH:20][n:21]1[c:22]2[cH:23][cH:24][cH:25][cH:26][c:27]2[n:28][n:29]1>>[ClH:30].[NH:49]1[CH2:50][CH2:51][N:52]([C:55]([CH2:56][CH2:57][OH:58])=[O:59])[CH2:53][CH2:54]1.